Dataset: the Open Reaction Database (ORD), a public repository of structured organic reaction records. Task: describe an organic reaction: reactants, conditions, products, and yield The reactants are O=C([O-])[O-], CC#N, O=C(CCCl)Nc1ccc2ncnn2n1, [I-], [K+], [K+], [Na+], c1ccc(C(c2ccccc2)N2CCNCC2)cc1. Yields the product O=C(CCN1CCN(C(c2ccccc2)c2ccccc2)CC1)Nc1ccc2ncnn2n1. RXN SMILES: [C:37](=[O:38])([O-:39])[O-:40].[CH3:43][C:44]#[N:45].[Cl:1][CH2:2][CH2:3][C:4](=[O:5])[NH:6][c:7]1[cH:8][cH:9][c:10]2[n:11]([n:12]1)[n:13][cH:14][n:15]2.[I-:36].[K+:41].[K+:42].[Na+:35].[c:16]1([CH:22]([N:23]2[CH2:24][CH2:25][NH:26][CH2:27][CH2:28]2)[c:29]2[cH:30][cH:31][cH:32][cH:33][cH:34]2)[cH:17][cH:18][cH:19][cH:20][cH:21]1>>[CH2:2]([CH2:3][C:4](=[O:5])[NH:6][c:7]1[cH:8][cH:9][c:10]2[n:11]([n:12]1)[n:13][cH:14][n:15]2)[N:26]1[CH2:25][CH2:24][N:23]([CH:22]([c:16]2[cH:17][cH:18][cH:19][cH:20][cH:21]2)[c:29]2[cH:30][cH:31][cH:32][cH:33][cH:34]2)[CH2:28][CH2:27]1.